The task is: describe an organic reaction: reactants, conditions, products, and yield. This data is from the Open Reaction Database (ORD), a public repository of structured organic reaction records. Starting materials: N1C=C(C2=CC=CC=C12)C1=CC=C(N=N1)OC1CN2CCC1CC2 (3-[6-(1H-Indol-3-yl)-pyridazin-3-yloxy]-1-aza-bicyclo[2.2.2]octane), C(\C=C\C(=O)O)(=O)O (fumaric acid). The solvent is CCOC(=O)C.CO (EtOAc MeOH). Product: C(\C=C\C(=O)O)(=O)O.N1C=C(C2=CC=CC=C12)C1=CC=C(N=N1)OC1CN2CCC1CC2.N2C=C(C1=CC=CC=C21)C2=CC=C(N=N2)OC2CN1CCC2CC1 (3-[6-(1H-Indol-3-yl)-pyridazin-3-yloxy]-1-aza-bicyclo[2.2.2]octane hemifumarate). Yield: 103.7%. RXN SMILES: [NH:1]1[C:9]2[C:4](=[CH:5][CH:6]=[CH:7][CH:8]=2)[C:3]([C:10]2[N:15]=[N:14][C:13]([O:16][CH:17]3[CH:22]4[CH2:23][CH2:24][N:19]([CH2:20][CH2:21]4)[CH2:18]3)=[CH:12][CH:11]=2)=[CH:2]1.[C:25]([OH:32])(=[O:31])/[CH:26]=[CH:27]/[C:28]([OH:30])=[O:29]>CCOC(C)=O.CO>[C:25]([OH:32])(=[O:31])/[CH:26]=[CH:27]/[C:28]([OH:30])=[O:29].[NH:1]1[C:9]2[C:4](=[CH:5][CH:6]=[CH:7][CH:8]=2)[C:3]([C:10]2[N:15]=[N:14][C:13]([O:16][CH:17]3[CH:22]4[CH2:23][CH2:24][N:19]([CH2:20][CH2:21]4)[CH2:18]3)=[CH:12][CH:11]=2)=[CH:2]1.[NH:1]1[C:9]2[C:4](=[CH:5][CH:6]=[CH:7][CH:8]=2)[C:3]([C:10]2[N:15]=[N:14][C:13]([O:16][CH:17]3[CH:22]4[CH2:23][CH2:24][N:19]([CH2:20][CH2:21]4)[CH2:18]3)=[CH:12][CH:11]=2)=[CH:2]1 |f:2.3,4.5.6|. Procedure: The product of Example 39A (200 mg, 0.63 mmol) was treated with fumaric acid (Aldrich, 73 mg, 0.63 mmol) in EtOAc/MeOH (v.10:1, 10 mL) at ambient temperature overnight to give the title compound (247.3 mg, 100%). 1H NMR (MeOH-D4, 300 MHz) 1.76-1.91 (m, 1H), 1.92-2.14 (m, 2H), 2.22-2.37 (m, 1H), 2.51-2.58 (m, 1H), 3.16-3.39 (m, 5H), 3.82 (ddd, J=14.0, 8.2, 1.9 Hz, 1H), 5.40-5.49 (m, 1H), 6.67 (s, 1H), 7.12-7.26 (m, 3H), 7.42-7.49 (m, 1H), 7.89 (s, 1H), 8.05 (d, J=9.5 Hz, 1H), 8.26-8.32 (m, 1H) pp... Starting materials: COC(C[C@]1(CCC2=CC=C(C=C12)[N+](=O)[O-])N)=O (((S)-1-amino-6-nitro-indan-1-yl)-acetic acid methyl ester), CNC(=S)NC(OC(C)(C)C)=O (tert-butyl [(methylamino)carbonothioyl]carbamate). The product is CN1C(=N[C@]2(CC1=O)CCC1=CC=C(C=C12)[N+](=O)[O-])NC(OC(C)(C)C)=O (tert-butyl [(1S)-1′-methyl-6-nitro-6′-oxo-2,3,5′,6′-tetrahydro-1′H-spiro[indene-1,4′-pyrimidin]-2′-yl]carbamate). As a reaction SMILES: CO[C:3](=[O:18])[CH2:4][C@:5]1([NH2:17])[C:13]2[C:8](=[CH:9][CH:10]=[C:11]([N+:14]([O-:16])=[O:15])[CH:12]=2)[CH2:7][CH2:6]1.[CH3:19][NH:20][C:21]([NH:23][C:24](=[O:30])[O:25][C:26]([CH3:29])([CH3:28])[CH3:27])=S>>[CH3:19][N:20]1[C:3](=[O:18])[CH2:4][C@@:5]2([C:13]3[C:8](=[CH:9][CH:10]=[C:11]([N+:14]([O-:16])=[O:15])[CH:12]=3)[CH2:7][CH2:6]2)[N:17]=[C:21]1[NH:23][C:24](=[O:30])[O:25][C:26]([CH3:28])([CH3:27])[CH3:29]. Procedure details: Starting from ((S)-1-amino-6-nitro-indan-1-yl)-acetic acid methyl ester and tert-butyl [(methylamino)carbonothioyl]carbamate, the product tert-butyl [(1S)-1′-methyl-6-nitro-6′-oxo-2,3,5′,6′-tetrahydro-1′H-spiro[indene-1,4′-pyrimidin]-2′-yl]carbamate was obtained as pale brown solid. MS (ESI): m/z=373.1 [M−H]−. Starting materials: C(=O)(OCC1=CC=CC=C1)N[C@@H](CO)C(=O)O (N-carbobenzoxy-L-serine), CNC (dimethylamine), 4-(4,6-dimethoxy-1,3,5-triazin-2-yl)-4-methylmorpholinium chloride n-hydrate. The solvent is C(C)O (ethanol). Conditions: time 8 hour. Product: C(C1=CC=CC=C1)OC(N[C@H](C(=O)N(C)C)CO)=O ((S)-benzyl[1-(dimethylamino)-3-hydroxy-1-oxopropan-2-yl]carbamate). Reaction SMILES: [C:1]([NH:11][C@H:12]([C:15]([OH:17])=O)[CH2:13][OH:14])([O:3][CH2:4][C:5]1[CH:10]=[CH:9][CH:8]=[CH:7][CH:6]=1)=[O:2].[CH3:18][NH:19][CH3:20]>C(O)C>[CH2:4]([O:3][C:1](=[O:2])[NH:11][C@@H:12]([CH2:13][OH:14])[C:15]([N:19]([CH3:20])[CH3:18])=[O:17])[C:5]1[CH:10]=[CH:9][CH:8]=[CH:7][CH:6]=1. Procedure: To a solution of N-carbobenzoxy-L-serine (5.00 g) in ethanol (70 mL) were added dimethylamine (2.51 mL) and 4-(4,6-dimethoxy-1,3,5-triazin-2-yl)-4-methylmorpholinium chloride n-hydrate (6.23 g), and the mixture was stirred at room temperature overnight. The reaction mixture was concentrated under reduced pressure, and the residue was dissolved in ethyl acetate/tetrahydrofuran and water. The organic layer was separated, washed with water and saturated brine, dried over anhydrous magnesium sulfate... Reactants: [OH-].[NH4+] (ammonium hydroxide), OC1C(CCC2=CC=CC=C12)CN1CCC(C#N)(CC1)NC1=CC=CC=C1 (1-[(1,2,3,4-tetrahydro-1-hydroxy-2-naphthalenyl)-methyl]-4-anilino isonipecotonitrile), S(O)(O)(=O)=O (sulfuric acid), ice water. Reaction conditions: temperature 70 celsius. Product: C1=C(CCC2=CC=CC=C12)CN1CCC(C(=O)N)(CC1)NC1=CC=CC=C1 (1-[(3,4-Dihydro-2-naphthalenyl)methyl]-4-anilino isonipecotamide). RXN SMILES: O[CH:2]1[C:11]2[C:6](=[CH:7][CH:8]=[CH:9][CH:10]=2)[CH2:5][CH2:4][CH:3]1[CH2:12][N:13]1[CH2:20][CH2:19][C:16]([NH:21][C:22]2[CH:27]=[CH:26][CH:25]=[CH:24][CH:23]=2)([C:17]#[N:18])[CH2:15][CH2:14]1.S(=O)(=O)(O)[OH:29].[OH-].[NH4+]>>[CH:2]1[C:11]2[C:6](=[CH:7][CH:8]=[CH:9][CH:10]=2)[CH2:5][CH2:4][C:3]=1[CH2:12][N:13]1[CH2:14][CH2:15][C:16]([NH:21][C:22]2[CH:23]=[CH:24][CH:25]=[CH:26][CH:27]=2)([C:17]([NH2:18])=[O:29])[CH2:19][CH2:20]1 |f:2.3|. Reported procedure: A mixture of 1-[(1,2,3,4-tetrahydro-1-hydroxy-2-naphthalenyl)-methyl]-4-anilino isonipecotonitrile (5.0 g) and 90% sulfuric acid (60.0 g) is heated for 10 minutes at 70° C. The mixture is then stirred at room temperature for an additional hour. The reaction mixture is poured into ice-water, basified with ammonium hydroxide, and extracted with chloroform. Concentration of the dried chloroform solution followed by trituration with benzene yields the title compound. Reactants: 50W-8X, [CH2-]C(=O)C.S(=O)(=O)(C)N(C[C@@H](CO)O)C(C)C ((2S)-3-[N-mesyl-(1-methylethyl)amino]-1,2-propanediol acetonide). The solvent is CO (methanol), O (water), CO (methanol), O (water). Product: S(=O)(=O)(C)N(C[C@@H](CO)O)C(C)C ((2S)-3-[N-mesyl-(1-methylethyl)amino]-1,2-propanediol). Yield: 76.8%. RXN SMILES: [CH2-]C(C)=O.[S:5]([N:9]([CH:15]([CH3:17])[CH3:16])[CH2:10][C@H:11]([OH:14])[CH2:12][OH:13])([CH3:8])(=[O:7])=[O:6]>CO.O>[S:5]([N:9]([CH:15]([CH3:17])[CH3:16])[CH2:10][C@H:11]([OH:14])[CH2:12][OH:13])([CH3:8])(=[O:6])=[O:7] |f:0.1|. Procedure: 200 ml of prewashed (water and methanol) Dowex 50W-8X ion exchange resin (H30 form) was added to a solution of 264 g crude (2S)-3-[N-mesyl-(1-methylethyl)amino]-1,2-propanediol acetonide in methanol (1 liter) and water (325 ml). The mixture was stirred under reflux for 90 minutes. The cooled mixture was filtered and the filtrate was concentrated in vacuo. The residue was evaporated several times from benzene-ethanol mixtures to remove the last traces of water. The resulting solid was triturated ... The reactants are ClCC(=O)NC=1SC=C(N1)C(C(=O)N[C@@H]1C(N([C@@H]1C(N)=O)S(=O)(=O)[O-])=O)=NOC(C)(C(=O)OCC1=CC=C(C=C1)[N+](=O)[O-])C.[Na+] (sodium cis-3-{2-(2-chloroacetamido-4-thiazolyl)-2-[1-methyl-1-(p-nitrobenzyloxycarbonyl)ethyloxyimino]acetamido}-4-carbamoyl-2-oxoazetidine-1-sulfonate), CSC(N)=S.[Na] (sodium monomethyldithiocarbamate). Run in O (water). Yields the product NC=1SC=C(N1)C(C(=O)N[C@@H]1C(N([C@@H]1C(N)=O)S(=O)(=O)[O-])=O)=NOC(C)(C(=O)OCC1=CC=C(C=C1)[N+](=O)[O-])C.[Na+] (sodium cis-3-{2-(2-amino-4-thiazolyl)-2-[1-methyl-1-(p-nitrobenzyloxycarbonyl)ethyloxyimino]acetamido}-4-carbamoyl-2-oxoazetidine-1-sulfonate). RXN SMILES: ClCC([NH:5][C:6]1[S:7][CH:8]=[C:9]([C:11](=[N:27][O:28][C:29]([CH3:44])([C:31]([O:33][CH2:34][C:35]2[CH:40]=[CH:39][C:38]([N+:41]([O-:43])=[O:42])=[CH:37][CH:36]=2)=[O:32])[CH3:30])[C:12]([NH:14][C@H:15]2[C@@H:18]([C:19](=[O:21])[NH2:20])[N:17]([S:22]([O-:25])(=[O:24])=[O:23])[C:16]2=[O:26])=[O:13])[N:10]=1)=O.[Na+:45].CSC(=S)N.[Na]>O>[NH2:5][C:6]1[S:7][CH:8]=[C:9]([C:11](=[N:27][O:28][C:29]([CH3:44])([C:31]([O:33][CH2:34][C:35]2[CH:36]=[CH:37][C:38]([N+:41]([O-:43])=[O:42])=[CH:39][CH:40]=2)=[O:32])[CH3:30])[C:12]([NH:14][C@H:15]2[C@@H:18]([C:19](=[O:21])[NH2:20])[N:17]([S:22]([O-:25])(=[O:24])=[O:23])[C:16]2=[O:26])=[O:13])[N:10]=1.[Na+:45] |f:0.1,2.3,5.6,^1:50|. Procedure: In 20 ml of water is dissolved 280 mg of sodium cis-3-{2-(2-chloroacetamido-4-thiazolyl)-2-[1-methyl-1-(p-nitrobenzyloxycarbonyl)ethyloxyimino]acetamido}-4-carbamoyl-2-oxoazetidine-1-sulfonate (syn-isomer) as obtained in Example 131C, and under ice-cooling and stirring, 104 mg of sodium monomethyldithiocarbamate is added. The mixture is stirred at room temperature for 1.5 hours. The reaction mixture is twice washed with ether, and then purified by column chromatography on Amberlite XAD-II (40 g)... Reactants: COc1ccc(C2CCC(=O)CC2)cn1, CC(C)NC(=O)n1nc(NCC(=O)NC2CNC2)c2cc(C(F)(F)F)ccc21. The product is COc1ccc(C2CCC(N3CC(NC(=O)CNc4nn(C(=O)NC(C)C)c5ccc(C(F)(F)F)cc45)C3)CC2)cn1. As a reaction SMILES: [CH3:29][O:30][c:31]1[cH:32][cH:33][c:34]([CH:37]2[CH2:38][CH2:39][C:40](=[O:43])[CH2:41][CH2:42]2)[cH:35][n:36]1.[CH:1]([CH3:2])([CH3:3])[NH:4][C:5](=[O:6])[n:7]1[n:8][c:9]([NH:20][CH2:21][C:22]([NH:23][CH:24]2[CH2:25][NH:26][CH2:27]2)=[O:28])[c:10]2[cH:11][c:12]([C:16]([F:17])([F:18])[F:19])[cH:13][cH:14][c:15]12>>[CH:1]([CH3:2])([CH3:3])[NH:4][C:5](=[O:6])[n:7]1[n:8][c:9]([NH:20][CH2:21][C:22]([NH:23][CH:24]2[CH2:25][N:26]([CH:40]3[CH2:39][CH2:38][CH:37]([c:34]4[cH:33][cH:32][c:31]([O:30][CH3:29])[n:36][cH:35]4)[CH2:42][CH2:41]3)[CH2:27]2)=[O:28])[c:10]2[cH:11][c:12]([C:16]([F:17])([F:18])[F:19])[cH:13][cH:14][c:15]12. Reactants: C1(=CC=C(C=C1)S(=O)(=O)N1[C@@H](C[C@H](C1)OS(=O)(=O)C1=CC=C(C=C1)C)CCl)C ((2S, 4R)-1-(4-toluenesulfonyl)-2-(chloromethyl)-4-(4-toluenesulfonyloxy)-pyrrolidine), CN (Methylamine), gas. Run in CO (methanol), CO (methanol). Reaction conditions: temperature 90 celsius. Yields the product C1(=CC=C(C=C1)S(=O)(=O)N1[C@@H]2CN([C@H](C1)C2)C)C ((1S, 4S)-2-(4-Toluenesulfonyl)-5-methyl-2,5-diazabicyclo-[2.2.1]heptane). Yield: 76.0%. RXN SMILES: [C:1]1([CH3:28])[CH:6]=[CH:5][C:4]([S:7]([N:10]2[CH2:14][C@H:13](OS(C3C=CC(C)=CC=3)(=O)=O)[CH2:12][C@H:11]2[CH2:26]Cl)(=[O:9])=[O:8])=[CH:3][CH:2]=1.[CH3:29][NH2:30]>CO>[C:1]1([CH3:28])[CH:6]=[CH:5][C:4]([S:7]([N:10]2[CH2:14][C@@H:13]3[CH2:12][C@H:11]2[CH2:26][N:30]3[CH3:29])(=[O:9])=[O:8])=[CH:3][CH:2]=1. Reported procedure: A Parr bottle was charged with 3.8 g (8.56 mmol) of (2S, 4R)-1-(4-toluenesulfonyl)-2-(chloromethyl)-4-(4-toluenesulfonyloxy)-pyrrolidine and 25 ml of methanol and the bottle was then tared. Methylamine gas was bubbled through the methanol solution until 2.65 g (85.6 mmol) of the gas had dissolved. The bottle was then sealed and heated to 90° C. After heating for 16 hours the reaction was cooled and the solvent was evaporated at reduced pressure. The residual solids were then partitioned between ... The reactants are O=C([O-])[O-], CC#CCOc1ccc(S(=O)(=O)N(C)C(C(=O)OC)c2ccc(O)cc2)cc1, CC(C)=O, ClCCN1CCOCC1, Cl, [I-], [K+], [K+], [Na+], O. Product: CC#CCOc1ccc(S(=O)(=O)N(C)C(C(=O)OC)c2ccc(OCCN3CCOCC3)cc2)cc1. As a reaction SMILES: [C:29](=[O:30])([O-:31])[O-:32].[CH2:1]([C:2]#[C:3][CH3:4])[O:5][c:6]1[cH:7][cH:8][c:9]([S:12](=[O:13])(=[O:14])[N:15]([CH3:16])[CH:17]([C:18](=[O:19])[O:20][CH3:21])[c:22]2[cH:23][cH:24][c:25]([OH:28])[cH:26][cH:27]2)[cH:10][cH:11]1.[CH3:47][C:48](=[O:49])[CH3:50].[Cl:36][CH2:37][CH2:38][N:39]1[CH2:40][CH2:41][O:42][CH2:43][CH2:44]1.[ClH:35].[I-:46].[K+:33].[K+:34].[Na+:45].[OH2:51]>>[CH2:1]([C:2]#[C:3][CH3:4])[O:5][c:6]1[cH:7][cH:8][c:9]([S:12](=[O:13])(=[O:14])[N:15]([CH3:16])[CH:17]([C:18](=[O:19])[O:20][CH3:21])[c:22]2[cH:23][cH:24][c:25]([O:28][CH2:37][CH2:38][N:39]3[CH2:40][CH2:41][O:42][CH2:43][CH2:44]3)[cH:26][cH:27]2)[cH:10][cH:11]1.